Dataset: the Open Reaction Database (ORD), a public repository of structured organic reaction records. Task: describe an organic reaction: reactants, conditions, products, and yield Starting materials: O.NN (hydrazine hydrate), C(C)N(C(=O)C1=NN(C(=N1)CN1C(C=2C(C1=O)=CC=CC2)=O)C2=C(C=C(C=C2)Cl)C(C2=CC=CC=C2)=O)CC (N,N-diethyl-1-(2-benzoyl-4-chlorophenyl)-5-(phthalimidomethyl)-1H-1,2,4-triazole-3-carboxamide). Run in C(C)O (ethanol). Conditions: time 5 hour. Product: C(C)N(C(=O)C1=NN2C(CN=C(C3=C2C=CC(=C3)Cl)C3=CC=CC=C3)=N1)CC (N,N-diethyl-6-phenyl-8-chloro-4H-s-triazolo[1,5-a][1,4]benzodiazepine-2-carboxamide). As a reaction SMILES: O.NN.[CH2:4]([N:6]([CH2:41][CH3:42])[C:7]([C:9]1[N:13]=[C:12]([CH2:14][N:15]2[C:19](=O)[C:18]3=[CH:21][CH:22]=[CH:23][CH:24]=[C:17]3C2=O)[N:11]([C:26]2[CH:31]=[CH:30][C:29]([Cl:32])=[CH:28][C:27]=2C(=O)C2C=CC=CC=2)[N:10]=1)=[O:8])[CH3:5]>C(O)C>[CH2:4]([N:6]([CH2:41][CH3:42])[C:7]([C:9]1[N:13]=[C:12]2[CH2:14][N:15]=[C:19]([C:18]3[CH:17]=[CH:24][CH:23]=[CH:22][CH:21]=3)[C:31]3[CH:30]=[C:29]([Cl:32])[CH:28]=[CH:27][C:26]=3[N:11]2[N:10]=1)=[O:8])[CH3:5] |f:0.1|. Procedure: An amount of 1.05 g (0.021 mole) of hydrazine hydrate is added to a solution of 5.41 g (0.01 mole) of N,N-diethyl-1-(2-benzoyl-4-chlorophenyl)-5-(phthalimidomethyl)-1H-1,2,4-triazole-3-carboxamide in 150 ml of ethanol, and the reaction mixture stirred for 16 hours at room temperature and for a further 5 hours at 60°. The formed phthalic acid hydrazide is then filtered off, and the filtrate concentrated in vacuo to dryness. Ice water is added to the residue, and extraction performed twice with et...